Dataset: the Open Reaction Database (ORD), a public repository of structured organic reaction records. Task: describe an organic reaction: reactants, conditions, products, and yield The reactants are C, CCc1ccc(Cc2c(OC3OC(CO)C(O)C(O)C3O)nn(CCOCc3ccccc3)c2C)cc1, CCO, [Pd]. Yields the product CCc1ccc(Cc2c(OC3OC(CO)C(O)C(O)C3O)nn(CCO)c2C)cc1. Reaction SMILES: [C:41].[CH2:1]([c:2]1[cH:3][cH:4][cH:5][cH:6][cH:7]1)[O:8][CH2:9][CH2:10][n:11]1[n:12][c:13]([O:26][CH:27]2[CH:28]([OH:29])[CH:30]([OH:31])[CH:32]([OH:33])[CH:34]([CH2:36][OH:37])[O:35]2)[c:14]([CH2:17][c:18]2[cH:19][cH:20][c:21]([CH2:24][CH3:25])[cH:22][cH:23]2)[c:15]1[CH3:16].[CH3:38][CH2:39][OH:40].[Pd:42]>>[OH:8][CH2:9][CH2:10][n:11]1[n:12][c:13]([O:26][CH:27]2[CH:28]([OH:29])[CH:30]([OH:31])[CH:32]([OH:33])[CH:34]([CH2:36][OH:37])[O:35]2)[c:14]([CH2:17][c:18]2[cH:19][cH:20][c:21]([CH2:24][CH3:25])[cH:22][cH:23]2)[c:15]1[CH3:16].